describe an organic reaction: reactants, conditions, products, and yield From a dataset of the Open Reaction Database (ORD), a public repository of structured organic reaction records. The reactants are FC1=CC(=C(N)C=C1)C (4-fluoro-2-methylaniline), CC1N(CCC2=CC=CC=C12)C1=C2C(NC(=N1)Cl)=CC=C2 (4-(1-methyl-1,2,3,4-tetrahydroisoquinolin-2-yl)-2-chlorocyclopenta[d]pyrimidine). Solvent: CN(C=O)C (dimethylformamide). Yields the product Cl.CC1=C(C=CC(=C1)F)NC1=NC(=C2C(N1)=CC=C2)N2C(C1=CC=CC=C1CC2)C (2-(2-Methyl-4-fluorophenylamino)-4-(1-methyl-1,2,3,4-tetrahydroisoquinolin-2-yl)cyclopenta[d]pyrimidine hydrochloride). Isolated yield 20.9%. As a reaction SMILES: [F:1][C:2]1[CH:8]=[CH:7][C:5]([NH2:6])=[C:4]([CH3:9])[CH:3]=1.[CH3:10][CH:11]1[C:20]2[C:15](=[CH:16][CH:17]=[CH:18][CH:19]=2)[CH2:14][CH2:13][N:12]1[C:21]1[N:26]=[C:25]([Cl:27])[NH:24][C:23]2=[CH:28][CH:29]=[CH:30][C:22]=12>CN(C)C=O>[ClH:27].[CH3:9][C:4]1[CH:3]=[C:2]([F:1])[CH:8]=[CH:7][C:5]=1[NH:6][C:25]1[NH:24][C:23]2=[CH:28][CH:29]=[CH:30][C:22]2=[C:21]([N:12]2[CH2:13][CH2:14][C:15]3[C:20](=[CH:19][CH:18]=[CH:17][CH:16]=3)[CH:11]2[CH3:10])[N:26]=1 |f:3.4|. Reported procedure: After 4-fluoro-2-methylaniline(0.40 ml, 3.60 mmol) was added to a mixture solution of 4-(1-methyl-1,2,3,4-tetrahydroisoquinolin-2-yl)-2-chlorocyclopenta[d]pyrimidine (0.50 g, 1.70 mmol) and dimethylformamide(5 ml), 0.15 g of the titled compound was obtained in accordance with the same procedure as in Step 2 of Example 1.